Dataset: the Open Reaction Database (ORD), a public repository of structured organic reaction records. Task: describe an organic reaction: reactants, conditions, products, and yield Starting materials: talc, hydroxypropyl cellulose, polyethylene glycol, C[C@@H]([C@H](C=1C=CC=CC1)O)NC.OS(=O)(=O)O (pseudoephedrine sulfate). Solvent: O (water), O (water). Product: C[C@@H]([C@H](C=1C=CC=CC1)O)NC (Pseudoephedrine). As a reaction SMILES: [CH3:1][C@H:2]([NH:11][CH3:12])[C@@H:3]([OH:10])[C:4]1[CH:5]=[CH:6][CH:7]=[CH:8][CH:9]=1.OS(O)(=O)=O>O>[CH3:1][C@H:2]([NH:11][CH3:12])[C@@H:3]([OH:10])[C:4]1[CH:5]=[CH:6][CH:7]=[CH:8][CH:9]=1 |f:0.1|. Procedure: The hydroxypropyl cellulose and polyethylene glycol were added into 16.5 kg of purified water and stirred until a clear solution was obtained. The pseudoephedrine sulfate was added to the solution using a homogenizer and allowed to fully dissolve. The talc was then mixed into the solution using a homogenizer. 0.45 kg of purified water was used to rinse the container holding the polyethylene glycol and the homogenizer. The rinse material was added to the coating solution. A mechanical stirrer was... Reactants: O=C([O-])[O-], COC(=O)c1ccc(Cl)cc1N(C(=O)OC(C)(C)C)S(=O)(=O)c1ccc(O)cc1, Cc1oc(-c2ccccc2)nc1CCOS(C)(=O)=O, CCOC(C)=O, [Cs+], [Cs+], CN(C)C=O. The product is COC(=O)c1ccc(Cl)cc1N(C(=O)OC(C)(C)C)S(=O)(=O)c1ccc(OCCc2nc(-c3ccccc3)oc2C)cc1. RXN SMILES: [C:49](=[O:50])([O-:51])[O-:52].[CH3:1][O:2][C:3]([c:4]1[c:5]([N:11]([C:12](=[O:13])[O:14][C:15]([CH3:16])([CH3:17])[CH3:18])[S:19](=[O:20])(=[O:21])[c:22]2[cH:23][cH:24][c:25]([OH:28])[cH:26][cH:27]2)[cH:6][c:7]([Cl:10])[cH:8][cH:9]1)=[O:29].[CH3:30][c:31]1[c:32]([CH2:42][CH2:43][O:44][S:45]([CH3:46])(=[O:47])=[O:48])[n:33][c:34](-[c:36]2[cH:37][cH:38][cH:39][cH:40][cH:41]2)[o:35]1.[CH3:60][CH2:61][O:62][C:63]([CH3:64])=[O:65].[Cs+:53].[Cs+:54].[O:55]=[CH:56][N:57]([CH3:58])[CH3:59]>>[CH3:1][O:2][C:3]([c:4]1[c:5]([N:11]([C:12](=[O:13])[O:14][C:15]([CH3:16])([CH3:17])[CH3:18])[S:19](=[O:20])(=[O:21])[c:22]2[cH:23][cH:24][c:25]([O:28][CH2:43][CH2:42][c:32]3[c:31]([CH3:30])[o:35][c:34](-[c:36]4[cH:37][cH:38][cH:39][cH:40][cH:41]4)[n:33]3)[cH:26][cH:27]2)[cH:6][c:7]([Cl:10])[cH:8][cH:9]1)=[O:29].